The task is: describe an organic reaction: reactants, conditions, products, and yield. This data is from the Open Reaction Database (ORD), a public repository of structured organic reaction records. Reactants: C(C)(=O)O.C(C)(=O)OC=1C(=CC2=C(CCCO2)C1)CO (6-acetoxy-7-hydroxymethyl-3,4-dihydrobenzopyran acetate), C(C)(=O)C1=CC=C([S-])C=C1.[K+] (potassium p-acetylthiophenoxide), [OH-].[Na+] (Sodium hydroxide), Cl (hydrochloric acid), ice water. Solvent: CN(C=O)C (dimethylformamide), CN(C=O)C (dimethylformamide). Run at temperature 50 celsius, time 30 minute. The product is OC=1C(=CC2=C(CCCO2)C1)CSC1=CC=C(C=C1)C(C)=O (6-hydroxy-7-(4-acetylphenyl)thiomethyl-3, 4-dihydrobenzopyran). Isolated yield 14.5%. Reaction SMILES: C(O)(=O)C.C([O:8][C:9]1[C:10]([CH2:19]O)=[CH:11][C:12]2[O:17][CH2:16][CH2:15][CH2:14][C:13]=2[CH:18]=1)(=O)C.[C:21]([C:24]1[CH:30]=[CH:29][C:27]([S-:28])=[CH:26][CH:25]=1)(=[O:23])[CH3:22].[K+].[OH-].[Na+].Cl>CN(C)C=O>[OH:8][C:9]1[C:10]([CH2:19][S:28][C:27]2[CH:29]=[CH:30][C:24]([C:21](=[O:23])[CH3:22])=[CH:25][CH:26]=2)=[CH:11][C:12]2[O:17][CH2:16][CH2:15][CH2:14][C:13]=2[CH:18]=1 |f:0.1,2.3,4.5|. Procedure: To a solution of 6-acetoxy-7-hydroxymethyl-3,4-dihydrobenzopyran acetate (1.00 g, 3.78 mmol) in dry dimethylformamide (5 mL) was added a solution of potassium p-acetylthiophenoxide (720 mg, 3.8 mmol) in dimethylformamide (5 mL). The mixture was heated at 50° C. for 2.25 hours, then poured into ice water (75 mL). Sodium hydroxide (10% aqueous, 20 mL) was added, then mixture allowed to stir for 30 minutes, then acidified with 2N hydrochloric acid and extracted with ethyl acetate (3×50 mL). The com... Reactants: F[B-](F)(F)F, CCO, Cc1cc(C(=O)O)ccc1C(=O)N1CCCC1, CCN(C(C)C)C(C)C, NC(Cc1cscn1)c1nc2cc(Cl)ccc2[nH]1, Cl, ClCCl, C1CCOC1, CN(C)C(On1nnc2ccccc21)=[N+](C)C. The product is Cc1cc(C(=O)NC(Cc2cscn2)c2nc3cc(Cl)ccc3[nH]2)ccc1C(=O)N1CCCC1. As a reaction SMILES: [B-:18]([F:19])([F:20])([F:21])[F:22].[CH2:73]([OH:74])[CH3:75].[CH3:1][c:2]1[cH:3][c:4]([C:5](=[O:6])[OH:7])[cH:8][cH:9][c:10]1[C:11](=[O:12])[N:13]1[CH2:14][CH2:15][CH2:16][CH2:17]1.[CH:40]([N:41]([CH:42]([CH3:43])[CH3:44])[CH2:45][CH3:46])([CH3:47])[CH3:48].[Cl:49][c:50]1[cH:51][c:52]2[c:53]([nH:54][c:55]([CH:57]([CH2:58][c:59]3[n:60][cH:61][s:62][cH:63]3)[NH2:64])[n:56]2)[cH:65][cH:66]1.[Cl:67].[Cl:76][CH2:77][Cl:78].[O:68]1[CH2:69][CH2:70][CH2:71][CH2:72]1.[n:23]1([O:24][C:25]([N:26]([CH3:27])[CH3:28])=[N+:29]([CH3:30])[CH3:31])[c:32]2[cH:33][cH:34][cH:35][cH:36][c:37]2[n:38][n:39]1>>[CH3:1][c:2]1[cH:3][c:4]([C:5](=[O:7])[NH:64][CH:57]([c:55]2[nH:54][c:53]3[c:52]([cH:51][c:50]([Cl:49])[cH:66][cH:65]3)[n:56]2)[CH2:58][c:59]2[n:60][cH:61][s:62][cH:63]2)[cH:8][cH:9][c:10]1[C:11](=[O:12])[N:13]1[CH2:14][CH2:15][CH2:16][CH2:17]1. The reactants are FC(C=1C(=NC=CC1)N1C[C@@H](CC1)N)(F)F ((R)-1-(3-Trifluoromethylpyridin-2-yl)pyrrolidin-3-ylamine), FC(C=1C=CC(=NC1)N1CCC(CC1)N)(F)F (1-(5-Trifluoromethylpyridin-2-yl)piperidin-4-ylamine), BrC=1SC=C(N1)C(F)(F)F (2-bromo4-trifluoromethylthiazole), C(C)(C)(C)OC(N[C@H]1CN(CC1)C1=NC=CC=C1C(F)(F)F)=O ([(R)-1-(3-Trifluoromethylpyridin-2-yl)pyrrolidin-3-yl]-carbamic acid tert-butyl ester). Yields the product FC(C=1N=C(SC1)N1CCC(CC1)N)(F)F (1-(4-Trifluoromethylthiazol-2-yl)piperidin-4-ylamine). Reaction SMILES: FC(F)(F)C1C=CC([N:9]2[CH2:14][CH2:13][CH:12]([NH2:15])[CH2:11][CH2:10]2)=NC=1.Br[C:19]1[S:20][CH:21]=[C:22]([C:24]([F:27])([F:26])[F:25])[N:23]=1.C(OC(=O)N[C@@H]1CCN(C2C(C(F)(F)F)=CC=CN=2)C1)(C)(C)C.FC(F)(F)C1C(N2CC[C@@H](N)C2)=NC=CC=1>>[F:25][C:24]([F:27])([F:26])[C:22]1[N:23]=[C:19]([N:9]2[CH2:14][CH2:13][CH:12]([NH2:15])[CH2:11][CH2:10]2)[S:20][CH:21]=1. Procedure: Prepared from D8 and 2-bromo4-trifluoromethylthiazole (J. A. Edwards Ger. Offen., 2252070, 1973) in a manner similar to that described in D1 and D2. The following were prepared using methods described above and in a manner similar to that of D18: The reactants are OC1=C(C=O)C=CC=C1O (2,3-dihydroxybenzaldehyde), [BH4-].[Na+] (sodium borohydride), FCCOC1=C(C=O)C=CC=C1OCCF (2,3-di(2-fluoroethoxy)benzaldehyde). The solvent is C(C)O (ethanol). Conditions: time 18 hour. Product: FCCOC1=C(C(=CC=C1)CO)OCCF (1,2-di-(2-fluoroethoxy)-3-hydroxymethylbenzene). The yield is 89.4%. RXN SMILES: [F:1][CH2:2][CH2:3][O:4][C:5]1[C:12]([O:13][CH2:14][CH2:15][F:16])=[CH:11][CH:10]=[CH:9][C:6]=1[CH:7]=[O:8].OC1C(O)=CC=CC=1C=O.[BH4-].[Na+]>C(O)C>[F:16][CH2:15][CH2:14][O:13][C:12]1[CH:11]=[CH:10][CH:9]=[C:6]([CH2:7][OH:8])[C:5]=1[O:4][CH2:3][CH2:2][F:1] |f:2.3|. Procedure details: Under a dry nitrogen atmosphere a mixture of 6.0 grams (0.026 mole) of 2,3-di(2-fluoroethoxy)benzaldehyde (prepared by the method of Example 1 from 2,3-dihydroxybenzaldehyde) and 1.3 gram (0.034 mole) of sodium borohydride in 130 ml of ethanol was stirred at room temperature for approximately 18 hours. The reaction was quenched with dilute hydrochloric acid, and the mixture was extracted with diethyl ether. The extract was washed with dilute hydrochloric acid followed by an aqueous, saturated so... Reactants: C(C1=CC=CC=C1)C1=CC2=C(NC(N2)=S)C=C1 (5-benzyl-benzimidazoline-2-thione), Cl.CN(CCCl)C (2-(dimethylamino)-ethylchloride hydrochloride), C(O)([O-])=O.[Na+] (sodium hydrogencarbonate). Solvent: CO (methanol). Product: Cl.Cl.CN(CCSC=1NC2=C(N1)C=CC(=C2)CC2=CC=CC=C2)C (2-(2-dimethylaminoethylthio)-5-benzyl-benzimidazole dihydrochloride). Isolated yield 84.8%. Reaction SMILES: [CH2:1]([C:8]1[CH:17]=[CH:16][C:11]2[NH:12][C:13](=[S:15])[NH:14][C:10]=2[CH:9]=1)[C:2]1[CH:7]=[CH:6][CH:5]=[CH:4][CH:3]=1.[ClH:18].[CH3:19][N:20]([CH3:24])[CH2:21][CH2:22][Cl:23].C(=O)([O-])O.[Na+]>CO>[ClH:23].[ClH:18].[CH3:19][N:20]([CH3:24])[CH2:21][CH2:22][S:15][C:13]1[NH:14][C:10]2[CH:9]=[C:8]([CH2:1][C:2]3[CH:3]=[CH:4][CH:5]=[CH:6][CH:7]=3)[CH:17]=[CH:16][C:11]=2[N:12]=1 |f:1.2,3.4,6.7.8|. Procedure: According to the method described in Example 2 g (25 mmoles) of 5-benzyl-benzimidazoline-2-thione, 4.32 g (30 mmoles) of 2-(dimethylamino)-ethylchloride hydrochloride and 2.55 g of sodium hydrogencarbonate are refluxed in methanol. The salt is filtered off, the filtrate is concentrated and treated with aqueous sodium hydroxide solution and dichloromethane. The organic phase is separated, concentrated and the salt is precipitated by adding hydrochloric ether. 8.15 g (84.8%) of 2-(2-dimethylaminoe... The reactants are CC(=O)Nc1cccc(-n2nc(C)cc2N2CC(S(=O)(=O)c3ccccc3C(F)(F)F)CC2C(=O)O)c1, COC(=O)C1CC(S(=O)(=O)c2ccccc2C(F)(F)F)CN1c1cc(C)nn1-c1cccc(NC(C)=O)c1, COC(=O)C1CC(S(=O)(=O)c2ccccc2C(F)(F)F)CN1c1cc(C)nn1-c1cccc(NC(C)=O)c1, [Li+], [OH-]. The product is CC(=O)Nc1cccc(-n2nc(C)cc2N2CC(S(=O)(=O)c3ccccc3C(F)(F)F)CC2C(=O)O)c1. RXN SMILES: [C:79]([NH:80][c:81]1[cH:82][c:83](-[n:84]2[c:85]([N:86]3[CH2:87][CH:88]([S:89]([c:90]4[cH:91][cH:92][cH:93][cH:94][c:95]4[C:96]([F:97])([F:98])[F:99])(=[O:100])=[O:101])[CH2:102][CH:103]3[C:104]([OH:105])=[O:106])[cH:107][c:108]([CH3:109])[n:110]2)[cH:111][cH:112][cH:113]1)(=[O:114])[CH3:115].[CH3:1][O:2][C:3](=[O:4])[CH:5]1[N:6]([c:23]2[n:24](-[c:29]3[cH:30][c:31]([NH:35][C:36]([CH3:37])=[O:38])[cH:32][cH:33][cH:34]3)[n:25][c:26]([CH3:28])[cH:27]2)[CH2:7][CH:8]([S:10](=[O:11])(=[O:12])[c:13]2[c:14]([C:19]([F:20])([F:21])[F:22])[cH:15][cH:16][cH:17][cH:18]2)[CH2:9]1.[CH3:39][O:40][C:41]([CH:42]1[CH2:43][CH:44]([S:45]([c:46]2[cH:47][cH:48][cH:49][cH:50][c:51]2[C:52]([F:53])([F:54])[F:55])(=[O:56])=[O:57])[CH2:58][N:59]1[c:60]1[n:61](-[c:62]2[cH:63][cH:64][cH:65][c:66]([NH:67][C:68](=[O:69])[CH3:70])[cH:71]2)[n:72][c:73]([CH3:74])[cH:75]1)=[O:76].[Li+:77].[OH-:78]>>[O:2]=[C:3]([OH:4])[CH:5]1[N:6]([c:23]2[n:24](-[c:29]3[cH:30][c:31]([NH:35][C:36]([CH3:37])=[O:38])[cH:32][cH:33][cH:34]3)[n:25][c:26]([CH3:28])[cH:27]2)[CH2:7][CH:8]([S:10](=[O:11])(=[O:12])[c:13]2[c:14]([C:19]([F:20])([F:21])[F:22])[cH:15][cH:16][cH:17][cH:18]2)[CH2:9]1. The reactants are FC1=C(C(=O)O)C=C(C(=C1F)F)F (2,3,4,5-tetrafluorobenzoic acid), Cl (hydrochloric acid), BrCC (bromoethane), C([O-])([O-])=O.[K+].[K+] (potassium carbonate), C([O-])([O-])=O.[K+].[K+] (potassium carbonate), C(CC(=O)OCC)(=O)OC(C)(C)C (tert-butyl ethyl malonate). Run in CS(=O)C (dimethyl sulfoxide), C1(=CC=CC=C1)C (toluene), O (Water). Reaction conditions: temperature 70 celsius, time 2 hour. Product: C(C)OC(=O)C1=C(C(=C(C(=C1)F)CC(=O)OCC)F)F (ethyl 4-ethoxycarbonyl-2,3,6-trifluorophenylacetate). RXN SMILES: Br[CH2:2][CH3:3].C(=O)([O-])[O-].[K+].[K+].[C:10]([O:18][C:19]([CH3:22])(C)C)(=[O:17])[CH2:11][C:12](OCC)=O.Cl.[F:24][C:25]1[C:33]([F:34])=C(F)[C:31]([F:36])=[CH:30][C:26]=1[C:27]([OH:29])=[O:28]>CS(C)=O.C1(C)C=CC=CC=1.O>[CH2:2]([O:29][C:27]([C:26]1[CH:30]=[C:31]([F:36])[C:12]([CH2:11][C:10]([O:18][CH2:19][CH3:22])=[O:17])=[C:33]([F:34])[C:25]=1[F:24])=[O:28])[CH3:3] |f:1.2.3|. Procedure details: In 50 mL of dimethyl sulfoxide is dissolved 2,3,4,5-tetrafluorobenzoic acid, to which are added 4.6 mL of bromoethane and 8.19 g of potassium carbonate. The mixture is stirred at 70° C. for 2 hours. Then, 18.52 g of potassium carbonate and 15.02 g of tert-butyl ethyl malonate, and the mixture is stirred at 90° C. for 2 hours. Water and toluene are added to the reaction mixture, pH is adjusted to 4 with 6 mol/L hydrochloric acid, and the organic layer is separated. The organic layer is washed wit... Starting materials: CC#N, O=c1[nH]c2ccc3nnc(C(F)F)n3c2cc1-c1ccccc1, O=P(Cl)(Cl)Cl. Yields the product FC(F)c1nnc2ccc3nc(Cl)c(-c4ccccc4)cc3n12. RXN SMILES: [CH3:29][C:30]#[N:31].[F:1][CH:2]([c:3]1[n:4][n:5][c:6]2[n:7]1[c:8]1[cH:9][c:10](-[c:17]3[cH:18][cH:19][cH:20][cH:21][cH:22]3)[c:11](=[O:16])[nH:12][c:13]1[cH:14][cH:15]2)[F:23].[P:24]([Cl:25])([Cl:26])([Cl:27])=[O:28]>>[F:1][CH:2]([c:3]1[n:4][n:5][c:6]2[n:7]1[c:8]1[cH:9][c:10](-[c:17]3[cH:18][cH:19][cH:20][cH:21][cH:22]3)[c:11]([Cl:26])[n:12][c:13]1[cH:14][cH:15]2)[F:23]. Reactants: FC1=C(C#N)C(=CC(=C1)C=C)OC (2-fluoro-6-methoxy-4-vinylbenzonitrile), C1=CC(=CC(=C1)Cl)C(=O)OO (m-CPBA), FC=1C(=CC(=C(C#N)C1)OC)C1OC1 (5-fluoro-2-methoxy-4-(oxiran-2-yl)benzonitrile). Product: FC1=CC(=C(C#N)C=C1C1OC1)OC (4-Fluoro-2-methoxy-5-(oxiran-2-yl)benzonitrile). RXN SMILES: F[C:2]1[CH:9]=[C:8](C=C)[CH:7]=[C:6]([O:12][CH3:13])[C:3]=1[C:4]#[N:5].C1C=C(Cl)C=[C:16]([C:21]([O:23]O)=O)C=1.[F:25]C1C(C2CO2)=CC(OC)=C(C=1)C#N>>[F:25][C:8]1[C:9]([CH:16]2[CH2:21][O:23]2)=[CH:2][C:3]([C:4]#[N:5])=[C:6]([O:12][CH3:13])[CH:7]=1. Procedure details: 4-Fluoro-2-methoxy-5-(oxiran-2-yl)benzonitrile was prepared from 2-fluoro-6-methoxy-4-vinylbenzonitrile using m-CPBA in an analagous fashion to that described for 5-fluoro-2-methoxy-4-(oxiran-2-yl)benzonitrile (Step H) above: LC/MS: [(M+1)]+=194 Starting materials: O1C(CCC1)CN (1-(tetrahydrofuran-2-yl)methanamine), Si, C(C)N1N=C(C=C1OC1=CC=C(C=C1)C=O)C=1C=C(C=CC1)C(C)(C)NS(=O)(=O)CC(F)(F)F (N-(2-{3-[1-ethyl-5-(4-formylphenoxy)-1H-pyrazol-3-yl]phenyl}propan-2-yl)-2,2,2-trifluoroethanesulfonamide). The solvent is CN(C)C=O (DMF). Conditions: temperature 22 celsius, time 16 hour. The product is C(C)N1N=C(C=C1OC1=CC=C(C=C1)CNCC1OCCC1)C=1C=C(C=CC1)C(C)(C)NS(=O)(=O)CC(F)(F)F (N-(2-{3-[1-ethyl-5-(4-{[(tetrahydrofuran-2-ylmethyl)amino]methyl}phenoxy)-1H-pyrazol-3-yl]phenyl}propan-2-yl)-2,2,2-trifluoroethanesulfonamide). Reaction SMILES: [O:1]1[CH2:5][CH2:4][CH2:3][CH:2]1[CH2:6][NH2:7].[CH2:8]([N:10]1[C:14]([O:15][C:16]2[CH:21]=[CH:20][C:19]([CH:22]=O)=[CH:18][CH:17]=2)=[CH:13][C:12]([C:24]2[CH:25]=[C:26]([C:30]([NH:33][S:34]([CH2:37][C:38]([F:41])([F:40])[F:39])(=[O:36])=[O:35])([CH3:32])[CH3:31])[CH:27]=[CH:28][CH:29]=2)=[N:11]1)[CH3:9]>CN(C=O)C>[CH2:8]([N:10]1[C:14]([O:15][C:16]2[CH:17]=[CH:18][C:19]([CH2:22][NH:7][CH2:6][CH:2]3[CH2:3][CH2:4][CH2:5][O:1]3)=[CH:20][CH:21]=2)=[CH:13][C:12]([C:24]2[CH:25]=[C:26]([C:30]([NH:33][S:34]([CH2:37][C:38]([F:41])([F:39])[F:40])(=[O:35])=[O:36])([CH3:32])[CH3:31])[CH:27]=[CH:28][CH:29]=2)=[N:11]1)[CH3:9]. Procedure: 1-(tetrahydrofuran-2-yl)methanamine (12.3 mgs, 0.121 mmol, 1.2 equiv) followed by Si-bound cyanoborohydride (322 mg, 0.303 mmol, 3.0 equiv, 0.94 mmol/g) were added to N-(2-{3-[1-ethyl-5-(4-formylphenoxy)-1H-pyrazol-3-yl]phenyl}propan-2-yl)-2,2,2-trifluoroethanesulfonamide (50.0 mg, 0.101 mmol, 1 equiv) stirring in DMF (with 0.05% acetic acid v:v, 0.5 mL). The resulting mixture was stirred at 22° C. for 16 hours then filtered through a 0.45 micron nylon syringe filter and flushed with methanol. T...